Dataset: the Open Reaction Database (ORD), a public repository of structured organic reaction records. Task: describe an organic reaction: reactants, conditions, products, and yield Reactants: O.C(CC(O)(C(=O)O)CC(=O)O)(=O)O (citric acid hydrate), solution, CN(C(=O)[C@@H]1C[C@@H](CN1C(=O)OCC1=CC=C(C=C1)[N+](=O)[O-])SC=1[C@@H]([C@H]2N(C1C(=O)OCC1=CC=C(C=C1)[N+](=O)[O-])C([C@@H]2[C@@H](C)O[Si](C)(C)C)=O)C)C (4-nitrobenzyl (1R,5S,6S)-2-[(3S,5S)-5-dimethylcarbamoyl-1-(4-nitrobenzyloxycarbonyl)-3-pyrrolidinylthio]-1-methyl-6-[1(R)-trimethylsilyloxyethyl]-1-carbapen-2-em-3-carboxylate). Run in CO (methanol). Run at time 35 minute. Yields the product CN(C(=O)[C@@H]1C[C@@H](CN1C(=O)OCC1=CC=C(C=C1)[N+](=O)[O-])SC=1[C@@H]([C@H]2N(C1C(=O)OCC1=CC=C(C=C1)[N+](=O)[O-])C([C@@H]2[C@@H](C)O)=O)C)C (4-Nitrobenzyl (1R,5S,6S)-2-[(3S,5S)-5-dimethylcarbamoyl-1-(4-nitrobenzyloxycarbonyl)-3-pyrrolidinylthio]-1-methyl-6-[1(R)-hydroxyethyl]-1-carbapen-2-em-3-carboxylate). The yield is 84.3%. Reaction SMILES: O.C(O)(=O)CC(CC(O)=O)(C(O)=O)O.[CH3:15][N:16]([CH3:67])[C:17]([C@H:19]1[N:23]([C:24]([O:26][CH2:27][C:28]2[CH:33]=[CH:32][C:31]([N+:34]([O-:36])=[O:35])=[CH:30][CH:29]=2)=[O:25])[CH2:22][C@@H:21]([S:37][C:38]2[C@H:39]([CH3:66])[C@@H:40]3[C@@H:57]([C@H:58]([O:60][Si](C)(C)C)[CH3:59])[C:56](=[O:65])[N:41]3[C:42]=2[C:43]([O:45][CH2:46][C:47]2[CH:52]=[CH:51][C:50]([N+:53]([O-:55])=[O:54])=[CH:49][CH:48]=2)=[O:44])[CH2:20]1)=[O:18]>CO>[CH3:67][N:16]([CH3:15])[C:17]([C@H:19]1[N:23]([C:24]([O:26][CH2:27][C:28]2[CH:33]=[CH:32][C:31]([N+:34]([O-:36])=[O:35])=[CH:30][CH:29]=2)=[O:25])[CH2:22][C@@H:21]([S:37][C:38]2[C@H:39]([CH3:66])[C@@H:40]3[C@@H:57]([C@H:58]([OH:60])[CH3:59])[C:56](=[O:65])[N:41]3[C:42]=2[C:43]([O:45][CH2:46][C:47]2[CH:48]=[CH:49][C:50]([N+:53]([O-:55])=[O:54])=[CH:51][CH:52]=2)=[O:44])[CH2:20]1)=[O:18] |f:0.1|. Procedure details: 8 mg (0.039 mmol) of citric acid hydrate were added to 2 ml of a solution containing 55 mg of 4-nitrobenzyl (1R,5S,6S)-2-[(3S,5S)-5-dimethylcarbamoyl-1-(4-nitrobenzyloxycarbonyl)-3-pyrrolidinylthio]-1-methyl-6-[1(R)-trimethylsilyloxyethyl]-1-carbapen-2-em-3-carboxylate (prepared as described in Example 18)in methanol, and the resulting mixture was stirred at room temperature for 35 minutes. At the end of this time, the solvent was removed by distillation under reduced pressure, and the residue w... Reactants: Cl, [Cu+2], N#C[K], O=N[O-], Nc1ccc2nc(N)nc(N)c2c1, [Na+], O, O, O, O, O, O, O=S(=O)([O-])[O-]. Product: N#Cc1ccc2nc(N)nc(N)c2c1. As a reaction SMILES: [ClH:14].[Cu+2:33].[K:19][C:20]#[N:21].[N:15]([O-:16])=[O:17].[NH2:1][c:2]1[n:3][c:4]2[cH:5][cH:6][c:7]([NH2:13])[cH:8][c:9]2[c:10]([NH2:12])[n:11]1.[Na+:18].[OH2:22].[OH2:23].[OH2:24].[OH2:25].[OH2:26].[OH2:27].[S:28]([O-:29])([O-:30])(=[O:31])=[O:32]>>[NH2:1][c:2]1[n:3][c:4]2[cH:5][cH:6][c:7]([C:20]#[N:21])[cH:8][c:9]2[c:10]([NH2:12])[n:11]1. The reactants are C1(CCC(N1CC(COC1=CC=CC=C1)O)=O)=O (1-Succinimido-3-phenoxy-2-propanol), Cl (HCl), C(C)O (ethanol). Yields the product Cl.NCC(COC1=CC=CC=C1)O (1-Amino-3-phenoxy-2-propanol Hydrochloride). The yield is 69.0%. RXN SMILES: C1(=O)[N:5]([CH2:6][CH:7]([OH:16])[CH2:8][O:9][C:10]2[CH:15]=[CH:14][CH:13]=[CH:12][CH:11]=2)C(=O)CC1.C(O)C.[ClH:22]>>[ClH:22].[NH2:5][CH2:6][CH:7]([OH:16])[CH2:8][O:9][C:10]1[CH:15]=[CH:14][CH:13]=[CH:12][CH:11]=1 |f:3.4|. Procedure: 1-Succinimido-3-phenoxy-2-propanol (16 gm, 0.06 mole) was dissolved in 100 mL conc. HCl and 100 mL ethanol and heated to reflux for 6 hours. After the reaction, the mixture was evaporated to a white residue which was thentaken up in 25 mL water and washed with 3×50 mL ether. The aqueous phase was then evaporated and the white-residue recrystallized from ethanol to provide 8.3 gm (69%) of white crystals: mp 226°-228°. The NMR spectrum was consistent with the assignedstructure and the elemental an... Reactants: NC=1C(=NC(=CN1)N1CCN(CC1)S(=O)(=O)CC)C(=O)NNC(C1=CC=CC=C1)=O (3-amino-N′-benzoyl-6-(4-ethylsulfonylpiperazin-1-yl)pyrazine-2-carbohydrazide), P(=O)(Cl)(Cl)Cl (phosphorus oxychloride), ice water. Run at temperature 100 celsius. The product is C(C)S(=O)(=O)N1CCN(CC1)C=1N=C(C(=NC1)N)C=1OC(=NN1)C1=CC=CC=C1 (5-(4-(ethylsulfonyl)piperazin-1-yl)-3-(5-phenyl-1,3,4-oxadiazol-2-yl)pyrazin-2-amine). The yield is 101.9%. Reaction SMILES: [NH2:1][C:2]1[C:3]([C:19]([NH:21][NH:22][C:23](=[O:30])[C:24]2[CH:29]=[CH:28][CH:27]=[CH:26][CH:25]=2)=O)=[N:4][C:5]([N:8]2[CH2:13][CH2:12][N:11]([S:14]([CH2:17][CH3:18])(=[O:16])=[O:15])[CH2:10][CH2:9]2)=[CH:6][N:7]=1.P(Cl)(Cl)(Cl)=O>>[CH2:17]([S:14]([N:11]1[CH2:12][CH2:13][N:8]([C:5]2[N:4]=[C:3]([C:19]3[O:30][C:23]([C:24]4[CH:29]=[CH:28][CH:27]=[CH:26][CH:25]=4)=[N:22][N:21]=3)[C:2]([NH2:1])=[N:7][CH:6]=2)[CH2:9][CH2:10]1)(=[O:16])=[O:15])[CH3:18]. Reported procedure: A mixture of 3-amino-N′-benzoyl-6-(4-ethylsulfonylpiperazin-1-yl)pyrazine-2-carbohydrazide (50 mg, 0.1153 mmol) in phosphorus oxychloride (884.0 mg, 537.4 μL, 5.765 mmol) was heated at 100° C. for 3 hours. The mixture was allowed to cool to RT and added carefully to ice water. The mixture was extracted with EtOAc (3×10 mL) and the combined organics washed with 1N NaOH and brine, dried (MgSO4) and concentrated in vacuo. The resultant residue was purified by reverse phase preparative HPLC [Waters ... Starting materials: C1(=CC=CC=C1)C1=CC=2C(=C(N=CC2)N)O1 (2-phenylfuro[2,3-c]pyridin-7-amine), IC1=C2C(=C(N=C1)N)OC(=C2)C2=C1C=CN=CC1=CC=C2 (4-iodo-2-(isoquinolin-5-yl)furo[2,3-c]pyridin-7-amine). The product is IC1=C2C(=C(N=C1)N)OC(=C2)C2=CC=CC=C2 (4-iodo-2-phenylfuro[2,3-c]pyridin-7-amine). Yield: 65.0%. RXN SMILES: C1(C2OC3=C(N)N=CC=C3C=2)C=CC=CC=1.[I:17][C:18]1[CH:23]=[N:22][C:21]([NH2:24])=[C:20]2[O:25][C:26]([C:28]3[CH:37]=[CH:36][CH:35]=[C:34]4[C:29]=3C=CN=C4)=[CH:27][C:19]=12>>[I:17][C:18]1[CH:23]=[N:22][C:21]([NH2:24])=[C:20]2[O:25][C:26]([C:28]3[CH:37]=[CH:36][CH:35]=[CH:34][CH:29]=3)=[CH:27][C:19]=12. Procedure details: The title compound was prepared in 65% yield from 2-phenylfuro[2,3-c]pyridin-7-amine by a procedure analogous to Intermediate 10, Step B. 1H NMR (300 MHz, CDCl3): δ ppm 4.84 (brs, 2H), 6.87 (s, 1H), 7.40-7.55 (m, 3H), 7.85-7.88 (m, 2H), 8.08 (s, 1H). Starting materials: NC1(CCC1)C1=CC=C(C=C1)C1=C(OC2=CC=C(C=C2C1=O)F)C1=CC=CC=C1 (3-[4-(1-amino-cyclobutyl)-phenyl]-6-fluoro-2-phenyl-chromen-4-one), C(C)(C)(C)OC(NC1(CCC1)C1=CC=C(C=C1)C=1C(C2=CC=C3C(=C2OC1C1=CC=CC=C1)NN=C3Cl)=O)=O ({1-[4-(3-chloro-6-oxo-8-phenyl-1,6-dihydro-9-oxa-1,2-diaza-cyclopenta[a]naphthalen-7-yl)-phenyl]-cyclobutyl}-carbamic acid tert-butyl ester), C(=O)(C(F)(F)F)O (TFA). Run in CO (MeOH), O (water), Cl (HCl). Yields the product Cl.NC1(CCC1)C1=CC=C(C=C1)C=1C(C2=CC=C3C(=C2OC1C1=CC=CC=C1)NN=C3Cl)=O (7-[4-(1-Amino-cyclobutyl)-phenyl]-3-chloro-8-phenyl-1H-9-oxa-1,2-diaza-cyclopenta[a]naphthalen-6-one hydrochloride). The yield is 72.0%. Reaction SMILES: NC1(C2C=CC(C3C(=O)C4C(=CC=C(F)C=4)OC=3C3C=CC=CC=3)=CC=2)CCC1.C(OC(=O)[NH:36][C:37]1([C:41]2[CH:46]=[CH:45][C:44]([C:47]3[C:48](=[O:67])[C:49]4[C:54]([O:55][C:56]=3[C:57]3[CH:62]=[CH:61][CH:60]=[CH:59][CH:58]=3)=[C:53]3[NH:63][N:64]=[C:65]([Cl:66])[C:52]3=[CH:51][CH:50]=4)=[CH:43][CH:42]=2)[CH2:40][CH2:39][CH2:38]1)(C)(C)C.C(O)(C(F)(F)F)=O>CO.O.Cl>[ClH:66].[NH2:36][C:37]1([C:41]2[CH:42]=[CH:43][C:44]([C:47]3[C:48](=[O:67])[C:49]4[C:54]([O:55][C:56]=3[C:57]3[CH:62]=[CH:61][CH:60]=[CH:59][CH:58]=3)=[C:53]3[NH:63][N:64]=[C:65]([Cl:66])[C:52]3=[CH:51][CH:50]=4)=[CH:45][CH:46]=2)[CH2:40][CH2:39][CH2:38]1 |f:6.7|. Procedure: Following the procedure used to prepare 3-[4-(1-amino-cyclobutyl)-phenyl]-6-fluoro-2-phenyl-chromen-4-one, {1-[4-(3-chloro-6-oxo-8-phenyl-1,6-dihydro-9-oxa-1,2-diaza-cyclopenta[a]naphthalen-7-yl)-phenyl]-cyclobutyl}-carbamic acid tert-butyl ester was treated with TFA. The resultant free base was dissolved in a mixture of MeOH (1.25 mL), water (3.75 mL) and 1 M HCl (0.15 mL) and chromatographed on a 2 g C18 cartridge {gradient 25 to 60% MeOH in water+1 M HCl (60 μL in each 5 mL of eluent)} to giv...